From a dataset of the Open Reaction Database (ORD), a public repository of structured organic reaction records. describe an organic reaction: reactants, conditions, products, and yield Reactants: CCOC(=O)C(OCC)[P+](c1ccccc1)(c1ccccc1)c1ccccc1, O=Cc1cccc(OCc2ccccc2)c1, CN=C(NC)N(C)C, [Cl-], ClCCl. Yields the product CCOC(=O)C(=Cc1cccc(OCc2ccccc2)c1)OCC. RXN SMILES: [CH2:26]([CH3:27])[O:28][CH:29]([C:30](=[O:31])[O:32][CH2:33][CH3:34])[P+:35]([c:36]1[cH:37][cH:38][cH:39][cH:40][cH:41]1)([c:42]1[cH:43][cH:44][cH:45][cH:46][cH:47]1)[c:48]1[cH:49][cH:50][cH:51][cH:52][cH:53]1.[CH2:9]([c:10]1[cH:11][cH:12][cH:13][cH:14][cH:15]1)[O:16][c:17]1[cH:18][c:19]([CH:20]=[O:21])[cH:22][cH:23][cH:24]1.[CH3:1][NH:2][C:3](=[N:4][CH3:5])[N:6]([CH3:7])[CH3:8].[Cl-:25].[Cl:54][CH2:55][Cl:56]>>[CH2:9]([c:10]1[cH:11][cH:12][cH:13][cH:14][cH:15]1)[O:16][c:17]1[cH:18][c:19]([CH:20]=[C:29]([O:28][CH2:26][CH3:27])[C:30](=[O:31])[O:32][CH2:33][CH3:34])[cH:22][cH:23][cH:24]1. The reactants are C(C)(=O)O (acetic acid), BrNC(CCC(=O)N)=O (N-bromosuccinamide), N=NC=NN (formazan), C(CCC)O (n-butanol), CO.O (methanol water). Run in O (water), C(C)(=O)OCC (ethyl acetate). Product: [N+](=O)([O-])C1=CC=C(C=C1)NN (p-nitrophenylhydrazine). Reaction SMILES: BrNC(=O)[CH2:4][CH2:5][C:6]([NH2:8])=O.[NH:10]=[N:11][CH:12]=NN.[CH2:15](O)[CH2:16]CC.C(O)(=[O:22])C.CO.[OH2:26]>C(OCC)(=O)C.O>[N+:8]([C:6]1[CH:16]=[CH:15][C:12]([NH:11][NH2:10])=[CH:4][CH:5]=1)([O-:22])=[O:26] |f:4.5|. Procedure: Next 300 mg of N-bromosuccinamide was added to 1.5 g of the formazan derivative in 200 ml ethyl acetate. After reaction for 0.5 hour under reflux conditions, the product tetrazolium salt was recovered by precipitation with ether as a yellow powder. It was purified by recrystallization from acetone-methanol after charcoal treatment of the hot solution, by pouring the hot filtrate solution into ether. The crystals were collected and dried in vacuum yielding 0.6 g. Based upon the expected formula o... Reactants: FC(C)(F)C=1C=CC(=C(CN[C@@H]2[C@@H](NCCC2)C2=CC=CC=C2)C1)OC ((2S,3S)-3-(5-(1,1-Difluoroethyl)-2-methoxybenzyl)amino-2-phenylpiperdine), C([C@H](O)C1=CC=CC=C1)(=O)O ((R)-(−)-mandelic acid). The solvent is C(C)O (ethanol). Product: C(C(O)C1=CC=CC=C1)(=O)O.FC(C)(F)C=1C=CC(=C(CN[C@@H]2[C@@H](NCCC2)C2=CC=CC=C2)C1)OC ((2S,3S)-3-(5-(1,1-Difluoroethyl)-2-methoxybenzyl)amino-2-phenylpiperdine monomandelate). The yield is 65.5%. Reaction SMILES: [F:1][C:2]([C:5]1[CH:6]=[CH:7][C:8]([O:25][CH3:26])=[C:9]([CH:24]=1)[CH2:10][NH:11][C@H:12]1[CH2:17][CH2:16][CH2:15][NH:14][C@H:13]1[C:18]1[CH:23]=[CH:22][CH:21]=[CH:20][CH:19]=1)([F:4])[CH3:3].[C:27]([OH:37])(=[O:36])[C@@H:28]([C:30]1[CH:35]=[CH:34][CH:33]=[CH:32][CH:31]=1)[OH:29]>C(O)C>[C:27]([OH:37])(=[O:36])[CH:28]([C:30]1[CH:35]=[CH:34][CH:33]=[CH:32][CH:31]=1)[OH:29].[F:1][C:2]([C:5]1[CH:6]=[CH:7][C:8]([O:25][CH3:26])=[C:9]([CH:24]=1)[CH2:10][NH:11][C@H:12]1[CH2:17][CH2:16][CH2:15][NH:14][C@H:13]1[C:18]1[CH:23]=[CH:22][CH:21]=[CH:20][CH:19]=1)([F:4])[CH3:3] |f:3.4|. Reported procedure: To a solution of Compound 36 (179 mg, 0.50 mmol) in ethanol (3 ml) was added (R)-(−)-mandelic acid (75.4 mg, 0.50 mmol) at room temperature. After the solvent was evaporated in vacuo, the residue was recrystallized from ethanol-diethyl ether to give Compound 37 (168 mg, 66%) as a white solid. The reactants are CC(=O)[O-], CCOCC, Cl, O=C(Cl)c1cccc([N+](=O)[O-])c1, Nc1cc2c(O)cc(S(=O)(=O)O)cc2cc1S(=O)(=O)O, [Na+], [Na+], [OH-], O, O, O, O. The product is O=C(Nc1cc2c(O)cc(S(=O)(=O)O)cc2cc1S(=O)(=O)O)c1cccc([N+](=O)[O-])c1. RXN SMILES: [C:24]([O-:25])(=[O:26])[CH3:27].[CH3:45][CH2:46][O:47][CH2:48][CH3:49].[ClH:43].[N+:29](=[O:30])([O-:31])[c:32]1[cH:33][c:34]([C:35](=[O:36])[Cl:37])[cH:38][cH:39][cH:40]1.[NH2:1][c:2]1[c:3]([S:17](=[O:18])(=[O:19])[OH:20])[cH:4][c:5]2[cH:6][c:7]([S:13](=[O:14])(=[O:15])[OH:16])[cH:8][c:9]([OH:12])[c:10]2[cH:11]1.[Na+:28].[Na+:42].[OH-:41].[OH2:21].[OH2:22].[OH2:23].[OH2:44]>>[NH:1]([c:2]1[c:3]([S:17](=[O:18])(=[O:19])[OH:20])[cH:4][c:5]2[cH:6][c:7]([S:13](=[O:14])(=[O:15])[OH:16])[cH:8][c:9]([OH:12])[c:10]2[cH:11]1)[C:35]([c:34]1[cH:33][c:32]([N+:29](=[O:30])[O-:31])[cH:40][cH:39][cH:38]1)=[O:36]. The reactants are CC(=O)O, O=N[O-], Nc1cc(O)nc(N)n1, [Na+], O. The product is Nc1nc(N)c(N=O)c(O)n1. RXN SMILES: [CH3:10][C:11](=[O:12])[OH:13].[N:14](=[O:15])[O-:16].[NH2:1][c:2]1[n:3][c:4]([NH2:9])[cH:5][c:6]([OH:8])[n:7]1.[Na+:17].[OH2:18]>>[NH2:1][c:2]1[n:3][c:4]([NH2:9])[c:5]([N:14]=[O:15])[c:6]([OH:8])[n:7]1. Reactants: CN(C)C=O, ClCc1ccccc1, [H-], [Na+], CCOC(=O)C1CCc2cc(O)ccc2O1. Product: CCOC(=O)C1CCc2cc(OCc3ccccc3)ccc2O1. Reaction SMILES: [CH3:27][N:28]([CH3:29])[CH:30]=[O:31].[Cl:19][CH2:20][c:21]1[cH:22][cH:23][cH:24][cH:25][cH:26]1.[H-:17].[Na+:18].[OH:1][c:2]1[cH:3][cH:4][c:5]2[c:6]([cH:16]1)[CH2:7][CH2:8][CH:9]([C:11](=[O:12])[O:13][CH2:14][CH3:15])[O:10]2>>[O:1]([c:2]1[cH:3][cH:4][c:5]2[c:6]([cH:16]1)[CH2:7][CH2:8][CH:9]([C:11](=[O:12])[O:13][CH2:14][CH3:15])[O:10]2)[CH2:20][c:21]1[cH:22][cH:23][cH:24][cH:25][cH:26]1. Starting materials: O=C([O-])O, CC(C)(C)c1csc(-c2cc3cc(Cn4cc(C#N)c5cc(OCc6ccccc6)ccc54)ccc3o2)n1, Cc1cccc(O)c1, CC(S)S, [Na+], O, O=C(O)C(F)(F)F, CSc1ccccc1. Product: CC(C)(C)c1csc(-c2cc3cc(Cn4cc(C#N)c5cc(O)ccc54)ccc3o2)n1. As a reaction SMILES: [C:66](=[O:67])([O-:68])[OH:69].[C:8]([CH3:9])([CH3:10])([CH3:11])[c:12]1[n:13][c:14](-[c:17]2[o:18][c:19]3[c:20]([cH:21]2)[cH:22][c:23]([CH2:26][n:27]2[cH:28][c:29]([C:44]#[N:45])[c:30]4[cH:31][c:32]([O:36][CH2:37][c:38]5[cH:39][cH:40][cH:41][cH:42][cH:43]5)[cH:33][cH:34][c:35]24)[cH:24][cH:25]3)[s:15][cH:16]1.[CH3:46][c:47]1[cH:48][c:49]([OH:50])[cH:51][cH:52][cH:53]1.[CH:62]([SH:63])([SH:64])[CH3:65].[Na+:70].[OH2:71].[OH:1][C:2]([C:3]([F:4])([F:5])[F:6])=[O:7].[c:54]1([S:55][CH3:56])[cH:57][cH:58][cH:59][cH:60][cH:61]1>>[C:8]([CH3:9])([CH3:10])([CH3:11])[c:12]1[n:13][c:14](-[c:17]2[o:18][c:19]3[c:20]([cH:21]2)[cH:22][c:23]([CH2:26][n:27]2[cH:28][c:29]([C:44]#[N:45])[c:30]4[cH:31][c:32]([OH:36])[cH:33][cH:34][c:35]24)[cH:24][cH:25]3)[s:15][cH:16]1.